This data is from the Open Reaction Database (ORD), a public repository of structured organic reaction records. The task is: describe an organic reaction: reactants, conditions, products, and yield The reactants are CC(C)N(CCCC1CCN(CCN)CC1)C(C)C, CCOC(C)=O, Cc1ccc2c(c1)N(C(=O)Cl)c1ncccc1NC2=O. Yields the product Cc1ccc2c(c1)N(C(=O)NCCN1CCC(CCCN(C(C)C)C(C)C)CC1)c1ncccc1NC2=O. Reaction SMILES: [CH3:21][CH:22]([CH3:23])[N:24]([CH2:25][CH2:26][CH2:27][CH:28]1[CH2:29][CH2:30][N:31]([CH2:34][CH2:35][NH2:36])[CH2:32][CH2:33]1)[CH:37]([CH3:38])[CH3:39].[CH3:40][CH2:41][O:42][C:43](=[O:44])[CH3:45].[Cl:1][C:2](=[O:3])[N:4]1[c:5]2[c:6]([cH:17][cH:18][cH:19][n:20]2)[NH:7][C:8](=[O:16])[c:9]2[c:10]1[cH:11][c:12]([CH3:15])[cH:13][cH:14]2>>[C:2](=[O:3])([N:4]1[c:5]2[c:6]([cH:17][cH:18][cH:19][n:20]2)[NH:7][C:8](=[O:16])[c:9]2[c:10]1[cH:11][c:12]([CH3:15])[cH:13][cH:14]2)[NH:36][CH2:35][CH2:34][N:31]1[CH2:30][CH2:29][CH:28]([CH2:27][CH2:26][CH2:25][N:24]([CH:22]([CH3:21])[CH3:23])[CH:37]([CH3:38])[CH3:39])[CH2:33][CH2:32]1.